From a dataset of the Open Reaction Database (ORD), a public repository of structured organic reaction records. describe an organic reaction: reactants, conditions, products, and yield The reactants are O1CCOCC1 (1,4-dioxane), BrC1=CC=2C3=C(C=NC2C=C1)N(C(N3C[C@H](C)OC)=O)C (8-bromo-1-[(2S)-2-methoxypropyl]-3-methyl-imidazo[4,5-c]quinolin-2-one), CC1(OB(OC1(C)C)C=1C=C(C=NC1)C(=O)OCC)C (ethyl 5-(4,4,5,5-tetramethyl-1,3,2-dioxaborolan-2-yl)pyridine-3-carboxylate), C(C)(=O)OCC.[Na] (sodium ethyl acetate). Reagents/catalysts: ClCCl.[Pd](Cl)Cl.C1(=CC=CC=C1)P([C-]1C=CC=C1)C1=CC=CC=C1.[C-]1(C=CC=C1)P(C1=CC=CC=C1)C1=CC=CC=C1.[Fe+2] (1,1′-bis(diphenylphosphino)ferrocene-palladium(II)dichloride dichloromethane). Solvent: O (water). Run at temperature 85 celsius, time 10 hour. Yields the product CO[C@H](CN1C(N(C=2C=NC=3C=CC(=CC3C21)C=2C=C(C=NC2)C(=O)OCC)C)=O)C (Ethyl 5-[1-[(2S)-2-methoxypropyl]-3-methyl-2-oxo-imidazo[4,5-c]quinolin-8-yl]pyridine-3-carboxylate). Isolated yield 79.9%. Reaction SMILES: Br[C:2]1[CH:11]=[CH:10][C:9]2[N:8]=[CH:7][C:6]3[N:12]([CH3:21])[C:13](=[O:20])[N:14]([CH2:15][C@@H:16]([O:18][CH3:19])[CH3:17])[C:5]=3[C:4]=2[CH:3]=1.CC1(C)C(C)(C)OB([C:30]2[CH:31]=[C:32]([C:36]([O:38][CH2:39][CH3:40])=[O:37])[CH:33]=[N:34][CH:35]=2)O1.C(OCC)(=O)C.[Na].O1CCOCC1>ClCCl.[Pd](Cl)Cl.C1(P(C2C=CC=CC=2)[C-]2C=CC=C2)C=CC=CC=1.[C-]1(P(C2C=CC=CC=2)C2C=CC=CC=2)C=CC=C1.[Fe+2].O>[CH3:19][O:18][C@@H:16]([CH3:17])[CH2:15][N:14]1[C:5]2[C:4]3[CH:3]=[C:2]([C:30]4[CH:31]=[C:32]([C:36]([O:38][CH2:39][CH3:40])=[O:37])[CH:33]=[N:34][CH:35]=4)[CH:11]=[CH:10][C:9]=3[N:8]=[CH:7][C:6]=2[N:12]([CH3:21])[C:13]1=[O:20] |f:2.3,5.6.7.8.9,^1:47|. Procedure: To a three-necked flask containing 8-bromo-1-[(2S)-2-methoxypropyl]-3-methyl-imidazo[4,5-c]quinolin-2-one (35 g, 100 mmol), ethyl 5-(4,4,5,5-tetramethyl-1,3,2-dioxaborolan-2-yl)pyridine-3-carboxylate (29.1 g, 105 mmol), sodium ethyl acetate (28.7 g, 350 mmol), 1,1′-bis(diphenylphosphino)ferrocene-palladium(II)dichloride dichloromethane (0.817 g, 1.0 mmol) add 1,4-dioxane (200 mL) and water (200 mL) under N2. Then heat the reaction mixture to 85° C. and continue stirring for 10 hours. Cool the re... Starting materials: C(C1=CC=CC=C1)N1N=C2C(=CC=CC2=C1C1=CC=C(OC=2C=C(C(=O)OC)C=CC2)C=C1)C(F)(F)F (Methyl 3-{4-[2-benzyl-7-(trifluoromethyl)-2H-indazol-3-yl]phenoxy}benzoate), [C-]#N.[Na+] (sodium cyanide), CNC (dimethylamine). Solvent: solution, CO (methanol). Run at temperature 60 celsius, time 8 hour. Yields the product C(C1=CC=CC=C1)N1N=C2C(=CC=CC2=C1C1=CC=C(OC=2C=C(C(=O)N(C)C)C=CC2)C=C1)C(F)(F)F (3-{4-[2-BENZYL-7-(TRIFLUOROMETHYL)-2H-INDAZOL-3-YL]PHENOXY}-N,N-DIMETHYLBENZAMIDE). Reaction SMILES: [CH2:1]([N:8]1[C:16]([C:17]2[CH:33]=[CH:32][C:20]([O:21][C:22]3[CH:23]=[C:24]([CH:29]=[CH:30][CH:31]=3)[C:25]([O:27]C)=O)=[CH:19][CH:18]=2)=[C:15]2[C:10]([C:11]([C:34]([F:37])([F:36])[F:35])=[CH:12][CH:13]=[CH:14]2)=[N:9]1)[C:2]1[CH:7]=[CH:6][CH:5]=[CH:4][CH:3]=1.[C-]#N.[Na+].[CH3:41][NH:42][CH3:43]>CO>[CH2:1]([N:8]1[C:16]([C:17]2[CH:33]=[CH:32][C:20]([O:21][C:22]3[CH:23]=[C:24]([CH:29]=[CH:30][CH:31]=3)[C:25]([N:42]([CH3:43])[CH3:41])=[O:27])=[CH:19][CH:18]=2)=[C:15]2[C:10]([C:11]([C:34]([F:36])([F:35])[F:37])=[CH:12][CH:13]=[CH:14]2)=[N:9]1)[C:2]1[CH:7]=[CH:6][CH:5]=[CH:4][CH:3]=1 |f:1.2|. Reported procedure: This compound was prepared from Example 912. Methyl 3-{4-[2-benzyl-7-(trifluoromethyl)-2H-indazol-3-yl]phenoxy}benzoate (49 mg, 0.0971 mmol) was dissolved in a 2M solution of dimethylamine in methanol (1.5 mL), 0.5 mg of sodium cyanide was added and the reaction mixture was stirred at 60° C. overnight. The solvent was evaporated, the residue dissolved in CH2Cl2 and washed with brine. The combined organic phases were dried, evaporated and the crude material was purified by HPLC using a gradient w... Reactants: CC(=O)c1ccc(NC(=O)C2CCN(C(C)C)CC2)c(C(=O)Nc2ccc(Cl)cn2)c1, CC(=O)[O-], CO, Cl, NO, [Na+]. Yields the product CC(=NO)c1ccc(NC(=O)C2CCN(C(C)C)CC2)c(C(=O)Nc2ccc(Cl)cn2)c1. As a reaction SMILES: [C:1]([CH3:2])(=[O:3])[c:4]1[cH:5][cH:6][c:7]([NH:20][C:21](=[O:22])[CH:23]2[CH2:24][CH2:25][N:26]([CH:29]([CH3:30])[CH3:31])[CH2:27][CH2:28]2)[c:8]([C:9](=[O:10])[NH:11][c:12]2[n:13][cH:14][c:15]([Cl:18])[cH:16][cH:17]2)[cH:19]1.[CH3:33][C:34](=[O:35])[O-:36].[CH3:40][OH:41].[ClH:37].[NH2:38][OH:39].[Na+:32]>>[C:1]([CH3:2])([c:4]1[cH:5][cH:6][c:7]([NH:20][C:21](=[O:22])[CH:23]2[CH2:24][CH2:25][N:26]([CH:29]([CH3:30])[CH3:31])[CH2:27][CH2:28]2)[c:8]([C:9](=[O:10])[NH:11][c:12]2[n:13][cH:14][c:15]([Cl:18])[cH:16][cH:17]2)[cH:19]1)=[N:38][OH:39].